describe an organic reaction: reactants, conditions, products, and yield From a dataset of the Open Reaction Database (ORD), a public repository of structured organic reaction records. Reactants: BrC=1C=NC=C(C1)I (3-bromo-5-iodopyridine), NC1CN(CCC1)C(=O)OC(C)(C)C (tert-butyl 3-aminopiperidine-1-carboxylate), C(C(C)C)(=O)C1C(CCCC1)=O (2-isobutyrylcyclohexanone), C([O-])([O-])=O.[Cs+].[Cs+] (cesium carbonate). Solvent: CCOC(=O)C (EtOAc), O1CCOCC1 (Dioxane). Run at temperature 55 celsius, time 16 hour. The product is BrC=1C=C(C=NC1)NC1CN(CCC1)C(=O)OC(C)(C)C (tert-butyl 3-(5-bromopyridin-3-ylamino)piperidine-1-carboxylate). Yield: 59.8%. Reaction SMILES: [Br:1][C:2]1[CH:3]=[N:4][CH:5]=[C:6](I)[CH:7]=1.[NH2:9][CH:10]1[CH2:15][CH2:14][CH2:13][N:12]([C:16]([O:18][C:19]([CH3:22])([CH3:21])[CH3:20])=[O:17])[CH2:11]1.C(=O)([O-])[O-].[Cs+].[Cs+].C(C1CCCCC1=O)(=O)C(C)C>CCOC(C)=O.O1CCOCC1>[Br:1][C:2]1[CH:7]=[C:6]([NH:9][CH:10]2[CH2:15][CH2:14][CH2:13][N:12]([C:16]([O:18][C:19]([CH3:22])([CH3:21])[CH3:20])=[O:17])[CH2:11]2)[CH:5]=[N:4][CH:3]=1 |f:2.3.4|. Procedure details: A mixture of 3-bromo-5-iodopyridine (500 mg, 1.761 mmol, Aldrich), tert-butyl 3-aminopiperidine-1-carboxylate (388 mg, 1.937 mmol, Combi-blocks), Cut (33.5 mg, 0.176 mmol, Aldrich) and cesium carbonate (1148 mg, 3.52 mmol, Fluka) was capped, degassed and backfilled with argon (3×). Dioxane (2 mL) and 2-isobutyrylcyclohexanone (0.118 mL, 0.704 mmol) were added, and the reaction was heated to 55° C. After 16 h, the temperature was raised to 70° C. After 60 h at 70° C., the reaction mixture was coo... Starting materials: [N+](=O)([O-])C1=NNC=C1 (3-Nitro-1H-pyrazole), Cl.ClCCN1CCOCC1 (4-(2-chloroethyl)-morpholine hydrochloride), C([O-])([O-])=O.[K+].[K+] (Potassium carbonate), C(C)#N (Acetonitrile). Yields the product [N+](=O)([O-])C1=NN(C=C1)CCN1CCOCC1 (4-[2-(3-Nitro-pyrazol-1-yl)-ethyl]-morpholine), solid. Yield: 75.0%. RXN SMILES: [N+:1]([C:4]1[CH:8]=[CH:7][NH:6][N:5]=1)([O-:3])=[O:2].Cl.Cl[CH2:11][CH2:12][N:13]1[CH2:18][CH2:17][O:16][CH2:15][CH2:14]1.C(=O)([O-])[O-].[K+].[K+].C(#N)C>>[N+:1]([C:4]1[CH:8]=[CH:7][N:6]([CH2:11][CH2:12][N:13]2[CH2:18][CH2:17][O:16][CH2:15][CH2:14]2)[N:5]=1)([O-:3])=[O:2] |f:1.2,3.4.5|. Procedure details: Into an 8-dram vial, 3-Nitro-1H-pyrazole (0.50 g, 4.4 mmol), 4-(2-chloroethyl)-morpholine hydrochloride (1.23 g, 6.63 mmol), Potassium carbonate (1.83 g, 13.3 mmol), and Acetonitrile (30 mL, 600 mmol) were added. The reaction mixture was heated. The reaction was poured over ice. The reaction was partitioned with water and DCM. The organic was separated, washed with Brine and dried over Na2SO4. The solid was filtered and washed with DCM. The solvent was removed under vacuum. The reaction mixture ... Starting materials: Cc1cc(C)cc(C(=O)N(C)C(Cc2ccc(O)cc2)C(=O)NC(Cc2c[nH]c3ccccc23)C(=O)O)c1, COC(=O)C(N)Cc1c[nH]c2ccccc12, Cl. The product is COc1ccc(CC(C(=O)NC(Cc2c[nH]c3ccccc23)C(=O)O)N(C)C(=O)c2cc(C)cc(C)c2)cc1. Reaction SMILES: [CH3:1][c:2]1[cH:3][c:4]([C:5](=[O:6])[N:7]([CH:8]([CH2:9][c:10]2[cH:11][cH:12][c:13]([OH:16])[cH:14][cH:15]2)[C:17](=[O:18])[NH:19][CH:20]([CH2:21][c:22]2[cH:23][nH:24][c:25]3[cH:26][cH:27][cH:28][cH:29][c:30]23)[C:31](=[O:32])[OH:33])[CH3:34])[cH:35][c:36]([CH3:38])[cH:37]1.[CH3:40][O:41][C:42](=[O:43])[CH:44]([CH2:45][c:46]1[c:47]2[c:48]([cH:49][cH:50][cH:51][cH:52]2)[nH:53][cH:54]1)[NH2:55].[ClH:39]>>[CH3:1][c:2]1[cH:3][c:4]([C:5](=[O:6])[N:7]([CH:8]([CH2:9][c:10]2[cH:11][cH:12][c:13]([O:16][CH3:40])[cH:14][cH:15]2)[C:17](=[O:18])[NH:19][CH:20]([CH2:21][c:22]2[cH:23][nH:24][c:25]3[cH:26][cH:27][cH:28][cH:29][c:30]23)[C:31](=[O:32])[OH:33])[CH3:34])[cH:35][c:36]([CH3:38])[cH:37]1.